This data is from the Open Reaction Database (ORD), a public repository of structured organic reaction records. The task is: describe an organic reaction: reactants, conditions, products, and yield The reactants are OC1=CC=C(C=C1)C1=CC=C(C=C1)O (4,4'-dihydroxybiphenyl), C1(=CC=C(C=C1)S(=O)(=O)OCCCCCCCCCC)C (n-decyl p-toluenesulfonate). Yields the product C(CCCCCCCCC)OC1=CC=C(C=C1)C1=CC=C(C=C1)O (4'-n-Decyloxy-4-hydroxybiphenyl). As a reaction SMILES: [OH:1][C:2]1[CH:7]=[CH:6][C:5]([C:8]2[CH:13]=[CH:12][C:11]([OH:14])=[CH:10][CH:9]=2)=[CH:4][CH:3]=1.C1(C)C=CC(S(O[CH2:25][CH2:26][CH2:27][CH2:28][CH2:29][CH2:30][CH2:31][CH2:32][CH2:33][CH3:34])(=O)=O)=CC=1>>[CH2:25]([O:1][C:2]1[CH:3]=[CH:4][C:5]([C:8]2[CH:13]=[CH:12][C:11]([OH:14])=[CH:10][CH:9]=2)=[CH:6][CH:7]=1)[CH2:26][CH2:27][CH2:28][CH2:29][CH2:30][CH2:31][CH2:32][CH2:33][CH3:34]. Procedure: 4'-n-Decyloxy-4-hydroxybiphenyl was synthesized by monoalkylating commercially available 4,4'-dihydroxybiphenyl in the presence of an equivalent amount of n-decyl p-toluenesulfonate and an akali (m.p. 149° C.). Reactants: Cl (hydrochloric acid), [OH-].[Na+] (sodium hydroxide), CO (methanol), C1(CC1)C1=C(C(=CC(=C1)CN1CCC(CC1)N1C(C=2C=C(C(=NC2CC1)CCC)C(=O)OC)=O)OCC)C1=CC(=C(C=C1)F)F (methyl 6-(1-((2-cyclopropyl-6-ethoxy-3′,4′-difluorobiphenyl-4-yl)methyl)piperidin-4-yl)-5-oxo-2-propyl-5,6,7,8-tetrahydro-1,6-naphthyridine-3-carboxylate). The solvent is C(C)(=O)OCC (ethyl acetate), C1CCOC1 (THF). Run at temperature 60 celsius, time 30 minute. The product is C1(CC1)C1=C(C(=CC(=C1)CN1CCC(CC1)N1C(C=2C=C(C(=NC2CC1)CCC)C(=O)O)=O)OCC)C1=CC(=C(C=C1)F)F (6-(1-((2-Cyclopropyl-6-ethoxy-3′,4′-difluorobiphenyl-4-yl)methyl)piperidin-4-yl)-5-oxo-2-propyl-5,6,7,8-tetrahydro-1,6-naphthyridine-3-carboxylic acid). The yield is 85.9%. RXN SMILES: [OH-].[Na+].CO.[CH:5]1([C:8]2[CH:13]=[C:12]([CH2:14][N:15]3[CH2:20][CH2:19][CH:18]([N:21]4[CH2:30][CH2:29][C:28]5[N:27]=[C:26]([CH2:31][CH2:32][CH3:33])[C:25]([C:34]([O:36]C)=[O:35])=[CH:24][C:23]=5[C:22]4=[O:38])[CH2:17][CH2:16]3)[CH:11]=[C:10]([O:39][CH2:40][CH3:41])[C:9]=2[C:42]2[CH:47]=[CH:46][C:45]([F:48])=[C:44]([F:49])[CH:43]=2)[CH2:7][CH2:6]1.Cl>C(OCC)(=O)C.C1COCC1>[CH:5]1([C:8]2[CH:13]=[C:12]([CH2:14][N:15]3[CH2:20][CH2:19][CH:18]([N:21]4[CH2:30][CH2:29][C:28]5[N:27]=[C:26]([CH2:31][CH2:32][CH3:33])[C:25]([C:34]([OH:36])=[O:35])=[CH:24][C:23]=5[C:22]4=[O:38])[CH2:17][CH2:16]3)[CH:11]=[C:10]([O:39][CH2:40][CH3:41])[C:9]=2[C:42]2[CH:47]=[CH:46][C:45]([F:48])=[C:44]([F:49])[CH:43]=2)[CH2:6][CH2:7]1 |f:0.1|. Procedure: A 2 M aqueous sodium hydroxide solution (1.50 mL) was added at room temperature to methanol (5 mL)-THF (5 mL) solution of methyl 6-(1-((2-cyclopropyl-6-ethoxy-3′,4′-difluorobiphenyl-4-yl)methyl)piperidin-4-yl)-5-oxo-2-propyl-5,6,7,8-tetrahydro-1,6-naphthyridine-3-carboxylate (580 mg), and the mixture was stirred at 60° C. for 30 minutes. The reaction mixture was neutralized with hydrochloric acid at room temperature. Then, ethyl acetate was added thereto, and the solvent was distilled off under ...